This data is from the Open Reaction Database (ORD), a public repository of structured organic reaction records. The task is: describe an organic reaction: reactants, conditions, products, and yield The reactants are OC1=C(C=CC(=C1OC)OC)C1=C2CCC(C2=CC=C1)=O (4-(2-Hydroxy-3,4-dimethoxy-phenyl)-indan-1-one), OC1=C(C=CC(=C1OC)OC)C1=C2CCC(C2=CC=C1)=O (4-(2-Hydroxy-3,4-dimethoxy-phenyl)-indan-1-one), C([O-])([O-])=O.[K+].[K+] (potassium carbonate), BrCC1(COC1)CO ((3-Bromomethyl-oxetan-3-yl)-methanol). Run in C(C)#N (acetonitrile). Run at temperature 70 celsius. Product: OCC1(COC1)COC1=C(C=CC(=C1OC)OC)C1=C2CCC(C2=CC=C1)=O (4-[2-(3-Hydroxymethyl-oxetan-3-ylmethoxy)-3,4-dimethoxy-phenyl]-indan-1-one). Reaction SMILES: [OH:1][C:2]1[C:7]([O:8][CH3:9])=[C:6]([O:10][CH3:11])[CH:5]=[CH:4][C:3]=1[C:12]1[CH:20]=[CH:19][CH:18]=[C:17]2[C:13]=1[CH2:14][CH2:15][C:16]2=[O:21].C(=O)([O-])[O-].[K+].[K+].Br[CH2:29][C:30]1([CH2:34][OH:35])[CH2:33][O:32][CH2:31]1>C(#N)C>[OH:35][CH2:34][C:30]1([CH2:29][O:1][C:2]2[C:7]([O:8][CH3:9])=[C:6]([O:10][CH3:11])[CH:5]=[CH:4][C:3]=2[C:12]2[CH:20]=[CH:19][CH:18]=[C:17]3[C:13]=2[CH2:14][CH2:15][C:16]3=[O:21])[CH2:33][O:32][CH2:31]1 |f:1.2.3|. Procedure details: To a stirring solution of 4-(2-Hydroxy-3,4-dimethoxy-phenyl)-indan-1-one (Compound 303) (500 mg, 1.76 mmol) in acetonitrile, were added potassium carbonate (728 mg, 5.28 mmol) and (3-Bromomethyl-oxetan-3-yl)-methanol (764 mg, 4.28 mmol) and the resultant reaction mixture was heated to 70° C. for 16 h. The reaction mixture was quenched with water and extracted with ethyl acetate (3×). The combined ethyl acetate layer was washed with brine and dried over anhydrous sodium sulphate and concentrated ... Reactants: N1=CC=C(C=C1)C=O (4-pyridinecarboxaldehyde), C(C)(=O)C=1OC=CC1 (2-acetylfuran). Reagents/catalysts: C(C)(=O)[O-].[Co+2].C(C)(=O)[O-] (cobalt(II) acetate). Solvent: CN(C=O)C (dimethylformamide). Conditions: temperature 80 celsius, time 30 minute. The product is O1C(=CC=C1)C(C=CC1=CC=NC=C1)=O (1-(2-Furanyl)-3-(4-pyridinyl)-2-propene-1-one). Isolated yield 0.3%. As a reaction SMILES: [N:1]1[CH:6]=[CH:5][C:4]([CH:7]=O)=[CH:3][CH:2]=1.[C:9]([C:12]1[O:13][CH:14]=[CH:15][CH:16]=1)(=[O:11])[CH3:10]>CN(C)C=O.C([O-])(=O)C.[Co+2].C([O-])(=O)C>[O:13]1[CH:14]=[CH:15][CH:16]=[C:12]1[C:9](=[O:11])[CH:10]=[CH:7][C:4]1[CH:3]=[CH:2][N:1]=[CH:6][CH:5]=1 |f:3.4.5|. Procedure details: Dissolve anhydrous cobalt(II) acetate (700 mg, 4 mmol ) in dimethylformamide (150 mL). Add 2,2'-dipyridyl (600 mg, 4 mmol) and stir for 30 minutes. Add 4-pyridinecarboxaldehyde (5 g, 50 mmol) and 2-acetylfuran (5.5 g, 50 mmol). Heat at 80° C. for 18 hours. Evaporate the solvent and purify the residue by silica gel chromatography (1:1 toluene/ethyl acetate) to yield 30 mg of the title compound; mp 122°-124° C. Reactants: BrCc1ccccc1, CC#N, ClCCNCCCl, Cl, [K+], [K+], O=C([O-])[O-]. Product: ClCCN(CCCl)Cc1ccccc1. As a reaction SMILES: [CH2:15]([c:16]1[cH:17][cH:18][cH:19][cH:20][cH:21]1)[Br:22].[CH3:23][C:24]#[N:25].[Cl:2][CH2:3][CH2:4][NH:5][CH2:6][CH2:7][Cl:8].[ClH:1].[K+:10].[K+:9].[O-:11][C:12]([O-:13])=[O:14]>>[Cl:2][CH2:3][CH2:4][N:5]([CH2:6][CH2:7][Cl:8])[CH2:15][c:16]1[cH:17][cH:18][cH:19][cH:20][cH:21]1. The reactants are ClC=1C(=CC2=C(SC(=C2C)C2=CC=CC=C2)C1Cl)OC (6,7-dichloro-5-methoxy-3-methyl-2-phenyl benzo[b]thiophene), Cl.N1=CC=CC=C1 (pyridine hydrochloride). Run at time 3 hour. Yields the product ClC=1C(=CC2=C(SC(=C2C)C2=CC=CC=C2)C1Cl)O (6,7-dichloro-5-hydroxy-3-methyl-2-phenylbenzo[b]thiophene). Yield: 75.3%. As a reaction SMILES: [Cl:1][C:2]1[C:3]([O:19]C)=[CH:4][C:5]2[C:9]([CH3:10])=[C:8]([C:11]3[CH:16]=[CH:15][CH:14]=[CH:13][CH:12]=3)[S:7][C:6]=2[C:17]=1[Cl:18].Cl.N1C=CC=CC=1>>[Cl:1][C:2]1[C:3]([OH:19])=[CH:4][C:5]2[C:9]([CH3:10])=[C:8]([C:11]3[CH:16]=[CH:15][CH:14]=[CH:13][CH:12]=3)[S:7][C:6]=2[C:17]=1[Cl:18] |f:1.2|. Procedure details: A mixture of 2.5 g of 6,7-dichloro-5-methoxy-3-methyl-2-phenyl benzo[b]thiophene and 20 g of pyridine hydrochloride is stirred at 185°-190° for 3 hours. The cooled mixture is triturated with water and extracted 3 times with ether. The combined ether extracts is washed with dilute hydrochloric acid, water and dried. Removal of solvent leaves a brownish solid which is purified by passing it through a silica gel column packed in hexane. Elution with 50:50 ether-hexane gave 1.8 g of 6,7-dichloro-5-h... The reactants are [N+](=O)([O-])C1=CC=C(C=C1)C1=C(C=2N(C3=C(C=CC=C3C2C(=C1)C(=O)[O-])Cl)CC1=CC=C(C=C1)F)OC (4-nitrophenyl-8-chloro-9-(4-Fluorobenzyl)-1-methoxy-9H-4-carbazole carboxylate), ClC=1C=NC=C(C1N)Cl (3,5-dichloro 4-amino pyridine), [H-].[Na+] (sodium hydride). Run in CN(C)C=O (DMF). Run at time 1 hour. Yields the product ClC=1C=NC=C(C1NC(=O)C1=CC=C(C=2N(C3=C(C=CC=C3C12)Cl)CC1=CC=C(C=C1)F)OC)Cl (N4-(3,5-dichloro-4-pyridyl)-8-chloro-9-(4Fluorobenzyl)-1-methoxy-9H-4-carbazole carboxamide). The yield is 66.8%. Reaction SMILES: [N+](C1C=CC([C:10]2[CH:22]=[C:21]([C:23]([O-])=[O:24])[C:20]3[C:19]4[C:14](=[C:15]([Cl:26])[CH:16]=[CH:17][CH:18]=4)[N:13]([CH2:27][C:28]4[CH:33]=[CH:32][C:31]([F:34])=[CH:30][CH:29]=4)[C:12]=3[C:11]=2[O:35][CH3:36])=CC=1)([O-])=O.[Cl:37][C:38]1[CH:39]=[N:40][CH:41]=[C:42]([Cl:45])[C:43]=1[NH2:44].[H-].[Na+]>CN(C=O)C>[Cl:37][C:38]1[CH:39]=[N:40][CH:41]=[C:42]([Cl:45])[C:43]=1[NH:44][C:23]([C:21]1[C:20]2[C:19]3[C:14](=[C:15]([Cl:26])[CH:16]=[CH:17][CH:18]=3)[N:13]([CH2:27][C:28]3[CH:33]=[CH:32][C:31]([F:34])=[CH:30][CH:29]=3)[C:12]=2[C:11]([O:35][CH3:36])=[CH:10][CH:22]=1)=[O:24] |f:2.3|. Procedure details: To a solution of 4-nitrophenyl-8-chloro-9-(4-Fluorobenzyl)-1-methoxy-9H-4-carbazole carboxylate (100 mg, 0.1982 mmoles) and 3,5-dichloro 4-amino pyridine (32.3 mg, 0.1982 mmoles) in dry DMF (7 mL), at 25° C. under nitrogen atmosphere, sodium hydride 55% (10.3 mg, 0.2576 mmoles) was added and stirred for 1 hr. The reaction mixtre was quenched in ice cold water (25 mL) and extracted with ethyl acetate (2×25 mL). The organic layer was washed with bicarbonate (2×25 mL), followed by 1N HCl (2×25 mL) ... Starting materials: O[C@H](C)[C@@H]1[C@@H]2N(C(C([C@@H]2C)=O)C(=O)OCC2=CC=C(C=C2)[N+](=O)[O-])C1=O (4-nitrobenzyl (1R,5R,6S)-6-[(1R)-1-hydroxyethyl]-1-methyl-2-oxo-1-carbapenam-3-carboxylate), P(=O)(OC1=CC=CC=C1)(OC1=CC=CC=C1)Cl (diphenyl chlorophosphate), C(C)(C)N(CC)C(C)C (diisopropylethylamine), C(C)(C)N(CC)C(C)C (diisopropylethylamine), FC(S(=O)(=O)O)(F)F.C(N)(=O)OCCN1CCN(CCC1)C(=O)[C@H]1N(C[C@H](C1)S)C(=O)OCC1=CC=C(C=C1)[N+](=O)[O-] ((2S,4S)-2-[4-(2-carbamoyloxyethyl)-1-homopiperazinylcarbonyl]-4-mercapto-1-(4-nitrobenzyloxycarbonyl)pyrrolidine trifluoromethanesulfonate). The solvent is C(C)#N (acetonitrile), C(C)#N (acetonitrile). Run at time 1 hour. Product: C(N)(=O)OCCN1CCN(CCC1)C(=O)[C@H]1N(C[C@H](C1)SC=1[C@@H]([C@H]2N(C1C(=O)OCC1=CC=C(C=C1)[N+](=O)[O-])C([C@@H]2[C@@H](C)O)=O)C)C(=O)OCC2=CC=C(C=C2)[N+](=O)[O-] (4-Nitrobenzyl (1R,5S,6S)-2-{(2S,4S)-2-[4-(2-carbamoyloxyethyl)-1-homopiperazinylcarbonyl]-1-(4-nitrobenzyloxycarbonyl)pyrrolidin-4-ylthio}-6-[(1R)-1-hydroxyethyl]-1-methyl-1-carbapen-2-em-3-carboxylate). The yield is 31.8%. RXN SMILES: P(Cl)(OC1C=CC=CC=1)(OC1C=CC=CC=1)=O.C(N(C(C)C)CC)(C)C.[OH:27][C@@H:28]([C@H:30]1[C:51](=[O:52])[N:32]2[CH:33]([C:38]([O:40][CH2:41][C:42]3[CH:47]=[CH:46][C:45]([N+:48]([O-:50])=[O:49])=[CH:44][CH:43]=3)=[O:39])[C:34](=O)[C@H:35]([CH3:36])[C@H:31]12)[CH3:29].FC(F)(F)S(O)(=O)=O.[C:61]([O:64][CH2:65][CH2:66][N:67]1[CH2:73][CH2:72][CH2:71][N:70]([C:74]([C@@H:76]2[CH2:80][C@H:79]([SH:81])[CH2:78][N:77]2[C:82]([O:84][CH2:85][C:86]2[CH:91]=[CH:90][C:89]([N+:92]([O-:94])=[O:93])=[CH:88][CH:87]=2)=[O:83])=[O:75])[CH2:69][CH2:68]1)(=[O:63])[NH2:62]>C(#N)C>[C:61]([O:64][CH2:65][CH2:66][N:67]1[CH2:73][CH2:72][CH2:71][N:70]([C:74]([C@@H:76]2[CH2:80][C@H:79]([S:81][C:34]3[C@H:35]([CH3:36])[C@@H:31]4[C@@H:30]([C@H:28]([OH:27])[CH3:29])[C:51](=[O:52])[N:32]4[C:33]=3[C:38]([O:40][CH2:41][C:42]3[CH:47]=[CH:46][C:45]([N+:48]([O-:50])=[O:49])=[CH:44][CH:43]=3)=[O:39])[CH2:78][N:77]2[C:82]([O:84][CH2:85][C:86]2[CH:87]=[CH:88][C:89]([N+:92]([O-:94])=[O:93])=[CH:90][CH:91]=2)=[O:83])=[O:75])[CH2:69][CH2:68]1)(=[O:63])[NH2:62] |f:3.4|. Procedure details: 88 μl of diphenyl chlorophosphate and 74 μl of diisopropylethylamine were added dropwise, whilst ice-cooling, to a solution of 145 mg of 4-nitrobenzyl (1R,5R,6S)-6-[(1R)-1-hydroxyethyl]-1-methyl-2-oxo-1-carbapenam-3-carboxylate in 2 ml of anhydrous acetonitrile, and the resulting mixture was stirred at the same temperature for 1 hour. 202 μl of diisopropylethylamine and a solution of 310 mg of (2S,4S)-2-[4-(2-carbamoyloxyethyl)-1-homopiperazinylcarbonyl]-4-mercapto-1-(4-nitrobenzyloxycarbonyl)py... The reactants are NC1=C2N=CN(C2=NC(=N1)Cl)CC1=CC=CC=C1 (6-Amino-9-benzyl-2-chloropurine), [Na] (sodium), C(CC)O (1-propanol). Conditions: time 3 hour. Product: NC1=C2N=CN(C2=NC(=N1)OCCC)CC1=CC=CC=C1 (6-Amino-9-benzyl-2-propoxypurine). Isolated yield 74.0%. As a reaction SMILES: [NH2:1][C:2]1[N:10]=[C:9](Cl)[N:8]=[C:7]2[C:3]=1[N:4]=[CH:5][N:6]2[CH2:12][C:13]1[CH:18]=[CH:17][CH:16]=[CH:15][CH:14]=1.[Na].[CH2:20]([OH:23])[CH2:21][CH3:22]>>[NH2:1][C:2]1[N:10]=[C:9]([O:23][CH2:20][CH2:21][CH3:22])[N:8]=[C:7]2[C:3]=1[N:4]=[CH:5][N:6]2[CH2:12][C:13]1[CH:18]=[CH:17][CH:16]=[CH:15][CH:14]=1 |^1:18|. Procedure details: 6-Amino-9-benzyl-2-chloropurine (200 mg, 0.77 mmol) and sodium propylate (316 mg, 3.85 mmol) were dissolved in 1-propanol (20 ml) and then the solution was refluxed on heating under stirring for 3 hours. The reaction mixture was evaporated in vacuo to dryness. To the residue was added water and the mixture was extracted with chloroform. The organic layer was dried on sodium sulfate and evaporated in vacuo to dryness. The residue was purified with silica gel chromatography (2% methanol/chloroform...